Dataset: the Open Reaction Database (ORD), a public repository of structured organic reaction records. Task: describe an organic reaction: reactants, conditions, products, and yield The reactants are CC1(CNC2=CC(=CC=C12)[N+](=O)[O-])C (3,3-dimethyl-6-nitroindoline), C(C)(=O)Cl (acetyl chloride). The solvent is C(Cl)Cl (CH2Cl2), CCN(CC)CC (Et3N). Conditions: time 8 hour. Product: CC1(CN(C2=CC(=CC=C12)[N+](=O)[O-])C(C)=O)C (1-(3,3-dimethyl-6-nitroindolin-1-yl)ethanone). Reaction SMILES: [CH3:1][C:2]1([CH3:14])[C:10]2[C:5](=[CH:6][C:7]([N+:11]([O-:13])=[O:12])=[CH:8][CH:9]=2)[NH:4][CH2:3]1.[C:15](Cl)(=[O:17])[CH3:16]>C(Cl)Cl.CCN(CC)CC>[CH3:1][C:2]1([CH3:14])[C:10]2[C:5](=[CH:6][C:7]([N+:11]([O-:13])=[O:12])=[CH:8][CH:9]=2)[N:4]([C:15](=[O:17])[CH3:16])[CH2:3]1. Procedure: To a stirred solution of 3,3-dimethyl-6-nitroindoline (450 mg) in CH2Cl2 (15 mL) and Et3N (0.6 mL) at −10° C. was added acetyl chloride (180 μL, 2.5 mmol). The mixture was stirred at rt overnight and quenched by addition of sat. aq. NaHCO3, and extracted with EtOAc (30 mL×3). The combined organic layers were washed with brine, dried (MgSO4) and concentrated. The residue was purified by column to give a light yellow solid (390 mg, 71% for two steps). Reactants: OC1=NOC(=C1C)C(=O)OCC (ethyl 3-hydroxy-4-methylisoxazole-5-carboxylate), C(=O)([O-])[O-].[K+].[K+] (K2CO3), CI (Methyl iodide). The solvent is C(C)O (ethanol). Run at temperature 40 celsius. Product: COC1=NOC(=C1C)C(=O)OCC (ethyl 3-methoxy-4-methylisoxazole-5-carboxylate). As a reaction SMILES: [OH:1][C:2]1[C:6]([CH3:7])=[C:5]([C:8]([O:10][CH2:11][CH3:12])=[O:9])[O:4][N:3]=1.[C:13]([O-])([O-])=O.[K+].[K+].CI>C(O)C>[CH3:13][O:1][C:2]1[C:6]([CH3:7])=[C:5]([C:8]([O:10][CH2:11][CH3:12])=[O:9])[O:4][N:3]=1 |f:1.2.3|. Reported procedure: A mixture of ethyl 3-hydroxy-4-methylisoxazole-5-carboxylate (2.0 g, 11.7 mmol) and K2CO3 (4.0 g, 29 mmol) in ethanol (50 mL) was heated at 40° C. for a total of 26 h. Methyl iodide (0.8 mL, 13 mmol) was added after 1 h and an additional 3 times during the next 25 h. The solution was filtered and reduced in vacuo (according to 1H NMR, a 1:1 mixture of the title compound and ethyl 3-methoxy-4-methylisoxazole-5-carboxylate was obtained). Flash chromatography (silica gel, eluent: dichloromethane/di... Starting materials: C[O-], CO, Cl, NC(N)=O, COC(=O)CN(NC(N)=O)c1ccc(Br)cc1, [Na+]. The product is O=C1CN(c2ccc(Br)cc2)NC(=O)N1. Reaction SMILES: [CH3:22][O-:23].[CH3:26][OH:27].[ClH:25].[NH2:1][C:2](=[O:3])[NH2:4].[NH2:5][C:6](=[O:7])[NH:8][N:9]([c:10]1[cH:11][cH:12][c:13]([Br:16])[cH:14][cH:15]1)[CH2:17][C:18]([O:20][CH3:19])=[O:21].[Na+:24]>>[NH:5]1[C:6](=[O:7])[NH:8][N:9]([c:10]2[cH:11][cH:12][c:13]([Br:16])[cH:14][cH:15]2)[CH2:17][C:18]1=[O:20].